This data is from the Open Reaction Database (ORD), a public repository of structured organic reaction records. The task is: describe an organic reaction: reactants, conditions, products, and yield The reactants are OC1=NC=NN2C1=C(C(=C2)C(=O)OCC)C (ethyl 4-hydroxy-5-methylpyrrolo[2,1-f][1,2,4]triazine-6-carboxylate), [OH-].[Na+] (NaOH), Cl (HCl). Solvent: C1CCOC1 (THF). Run at temperature 60 celsius. Product: OC1=NC=NN2C1=C(C(=C2)C(=O)O)C (4-Hydroxy-5-methylpyrrolo[2,1-f][1,2,4]triazine-6-carboxylic acid). Reaction SMILES: [OH:1][C:2]1[C:7]2=[C:8]([CH3:16])[C:9]([C:11]([O:13]CC)=[O:12])=[CH:10][N:6]2[N:5]=[CH:4][N:3]=1.[OH-].[Na+].Cl>C1COCC1>[OH:1][C:2]1[C:7]2=[C:8]([CH3:16])[C:9]([C:11]([OH:13])=[O:12])=[CH:10][N:6]2[N:5]=[CH:4][N:3]=1 |f:1.2|. Procedure: To a solution of ethyl 4-hydroxy-5-methylpyrrolo[2,1-f][1,2,4]triazine-6-carboxylate (442 mg, 2.0 mmol) (see example 6 of US Pat. App. 2003/0186982, the disclosure of which is herein incorporated by reference ) in 10 mL of THF was added a solution of NaOH (1 N, 6.0 mL). The mixture was heated at 60° C. overnight and HPLC analysis indicated the completion of the reaction. After cooling down, the solution was neutralized with 6.0 mL of 1 N HCl. The organic solvent was then removed and the solid wa... The reactants are O([Si](C)(C)C(C)(C)C)C1=CC=C(C=C1)C1C(C(C2=CC=CC=C12)C1=CC=C(C=C1)OC)C(=O)OCC (ethyl(1RS,2SR,3SR)-1-(4-t-butyldimethylsiloxyphenyl)-3-(4-methoxyphenyl)indane-2-carboxylate), [OH-].[Na+] (NaOH). Run in CCO (EtOH). Conditions: time 30 minute. The product is OC1=CC=C(C=C1)C1C(C(C2=CC=CC=C12)C1=CC=C(C=C1)OC)C(=O)OCC (Ethyl(1RS,2RS,3SR)-1-(4-Hydroxyphenyl)-3-(4-methoxyphenyl)indane-2-carboxylate). Yield: 101.9%. RXN SMILES: [O:1]([C:9]1[CH:14]=[CH:13][C:12]([CH:15]2[C:23]3[C:18](=[CH:19][CH:20]=[CH:21][CH:22]=3)[CH:17]([C:24]3[CH:29]=[CH:28][C:27]([O:30][CH3:31])=[CH:26][CH:25]=3)[CH:16]2[C:32]([O:34][CH2:35][CH3:36])=[O:33])=[CH:11][CH:10]=1)[Si](C(C)(C)C)(C)C.[OH-].[Na+]>CCO>[OH:1][C:9]1[CH:10]=[CH:11][C:12]([CH:15]2[C:23]3[C:18](=[CH:19][CH:20]=[CH:21][CH:22]=3)[CH:17]([C:24]3[CH:29]=[CH:28][C:27]([O:30][CH3:31])=[CH:26][CH:25]=3)[CH:16]2[C:32]([O:34][CH2:35][CH3:36])=[O:33])=[CH:13][CH:14]=1 |f:1.2|. Procedure details: To a solution of ethyl(1RS,2SR,3SR)-1-(4-t-butyldimethylsiloxyphenyl)-3-(4-methoxyphenyl)indane-2-carboxylate (723 mg, 1.4 mmol) in EtOH (20 ml) was added 1M NaOH (1.6 ml, 1.6 mmol), and the resulting mixture was stirred at room temperature for 30 min. The mixture was then partitioned between 3M HCl and EtOAc. The aqueous phase was extracted with EtOAc, and the combined organic extracts were washed successively with H2O and saturated aqueous NaCi and dried. The solvent was removed in vacuo to af... The reactants are N1CC(C1)C(=O)N1CCN(CCC1)C1CCC1 (1-(azetidin-3-ylcarbonyl)-4-cyclobutyl-1,4-diazepane), C1CCC(CC1)CN=C=O (cyclohexanemethyl isocyanate). Solvent: C(Cl)Cl (DCM), C(Cl)Cl (DCM), CO (MeOH), CO (MeOH), C(Cl)Cl (DCM). Run at time 16 hour. The product is N (NH3), C1(CCC1)N1CCN(CCC1)C(=O)C1CN(C1)C(=O)NCC1CCCCC1 (3-[(4-cyclobutyl-1,4-diazepan-1-yl)carbonyl]-N-(cyclohexylmethyl)azetidine-1-carboxamide). The yield is 159.3%. Reaction SMILES: [NH:1]1[CH2:4][CH:3]([C:5]([N:7]2[CH2:13][CH2:12][CH2:11][N:10]([CH:14]3[CH2:17][CH2:16][CH2:15]3)[CH2:9][CH2:8]2)=[O:6])[CH2:2]1.[CH2:18]1[CH2:23][CH2:22][CH:21]([CH2:24][N:25]=[C:26]=[O:27])[CH2:20][CH2:19]1>C(Cl)Cl.CO>[NH3:1].[CH:14]1([N:10]2[CH2:11][CH2:12][CH2:13][N:7]([C:5]([CH:3]3[CH2:2][N:1]([C:26]([NH:25][CH2:24][CH:21]4[CH2:22][CH2:23][CH2:18][CH2:19][CH2:20]4)=[O:27])[CH2:4]3)=[O:6])[CH2:8][CH2:9]2)[CH2:17][CH2:16][CH2:15]1. Procedure details: To a stirred solution of 1-(azetidin-3-ylcarbonyl)-4-cyclobutyl-1,4-diazepane (30 mg, 0.13 mmol) in DCM (1 ml) was added cyclohexanemethyl isocyanate (18 μl, 0.13 mmol) in DCM (1 ml). The reaction mixture was stirred at RT for 16 hrs then evaporated at reduced pressure and the resulting crude material purified by silica FCC (using a gradient of eluents; 99:1:1 to 90:10:1 DCM:MeOH:7M NH3 in MeOH) to provide the title compound as colourless oil (39 mg, 82% yield). Starting materials: CCOC(=O)N1C2C=C(c3cc4c(OC)cccc4s3)CC1CC2, [K+], NN, [OH-], O, O, OCCO. The product is COc1cccc2sc(C3=CC4CCC(C3)N4)cc12. RXN SMILES: [CH2:1]([O:2][C:3](=[O:4])[N:6]1[CH:7]2[CH:8]=[C:9]([c:14]3[cH:15][c:16]4[c:17]([s:18]3)[cH:19][cH:20][cH:21][c:22]4[O:23][CH3:24])[CH2:10][CH:11]1[CH2:12][CH2:13]2)[CH3:5].[K+:29].[NH2:26][NH2:27].[OH-:28].[OH2:25].[OH2:30].[OH:31][CH2:32][CH2:33][OH:34]>>[NH:6]1[CH:7]2[CH:8]=[C:9]([c:14]3[cH:15][c:16]4[c:17]([s:18]3)[cH:19][cH:20][cH:21][c:22]4[O:23][CH3:24])[CH2:10][CH:11]1[CH2:12][CH2:13]2. The reactants are O=C([O-])[O-], CCO, CCOC(=O)CC(CC)c1cc(F)c(F)c(C(O)COS(=O)(=O)c2ccc(C)cc2)c1, [K+], [K+]. Yields the product CCOC(=O)CC(CC)c1cc(F)c(F)c(C2CO2)c1. Reaction SMILES: [C:32](=[O:33])([O-:34])[O-:35].[CH3:38][CH2:39][OH:40].[F:1][c:2]1[cH:3][c:4]([CH:23]([CH2:24][C:25](=[O:26])[O:27][CH2:28][CH3:29])[CH2:30][CH3:31])[cH:5][c:6]([CH:9]([CH2:10][O:11][S:12]([c:13]2[cH:14][cH:15][c:16]([CH3:17])[cH:18][cH:19]2)(=[O:20])=[O:21])[OH:22])[c:7]1[F:8].[K+:36].[K+:37]>>[F:1][c:2]1[cH:3][c:4]([CH:23]([CH2:24][C:25](=[O:26])[O:27][CH2:28][CH3:29])[CH2:30][CH3:31])[cH:5][c:6]([CH:9]2[CH2:10][O:22]2)[c:7]1[F:8]. Starting materials: N12CCCCCC2=NCCC1 (1,8-diazabicyclo[5,4,0]undec-7-ene), C1(=CC=CC2=CC=CC=C12)CN1C(N(C2=C1C=CC=C2)CCC(=O)O)=O (3-(3-Naphthalen-1-ylmethyl-2-oxo-2,3-dihydro-benzimidazol-1-yl)-propionic acid), C(=O)(N1C=NC=C1)N1C=NC=C1 (1,1′-carbonyl diimidazole), C1(=CC=CC=C1)S(=O)(=O)N (benzenesulfonamide), Cl (HCl). Run in O (water), C1CCOC1 (THF). Conditions: time 30 minute. Product: C1(=CC=CC2=CC=CC=C12)CN1C(N(C2=C1C=CC=C2)CCC(=O)NS(=O)(=O)C2=CC=CC=C2)=O (N-[3-(3-Naphthalen-1-ylmethyl-2-oxo-2,3-dihydro-benzimidazol-1-yl)-propionyl]-benzenesulfonamide). The yield is 59.1%. Reaction SMILES: [C:1]1([CH2:11][N:12]2[C:16]3[CH:17]=[CH:18][CH:19]=[CH:20][C:15]=3[N:14]([CH2:21][CH2:22][C:23](O)=[O:24])[C:13]2=[O:26])[C:10]2[C:5](=[CH:6][CH:7]=[CH:8][CH:9]=2)[CH:4]=[CH:3][CH:2]=1.C(N1C=CN=C1)(N1C=CN=C1)=O.[C:39]1([S:45]([NH2:48])(=[O:47])=[O:46])[CH:44]=[CH:43][CH:42]=[CH:41][CH:40]=1.N12CCCN=C1CCCCC2.Cl>C1COCC1.O>[C:1]1([CH2:11][N:12]2[C:16]3[CH:17]=[CH:18][CH:19]=[CH:20][C:15]=3[N:14]([CH2:21][CH2:22][C:23]([NH:48][S:45]([C:39]3[CH:44]=[CH:43][CH:42]=[CH:41][CH:40]=3)(=[O:47])=[O:46])=[O:24])[C:13]2=[O:26])[C:10]2[C:5](=[CH:6][CH:7]=[CH:8][CH:9]=2)[CH:4]=[CH:3][CH:2]=1. Reported procedure: 3-(3-Naphthalen-1-ylmethyl-2-oxo-2,3-dihydro-benzimidazol-1-yl)-propionic acid (80 mg, 0.23 mmol) is dissolved in dry THF (3.0 mL) and 1,1′-carbonyl diimidazole (84 mg, 0.52 mmol) is added into it. The mixture is stirred for 30 min at room temperature and then it is heated at 55° C. for 1 hr. After the mixture is cooled down to room temperature, benzenesulfonamide (73 mg, 0.46 mmol) is added and after 10 min, 1,8-diazabicyclo[5,4,0]undec-7-ene (0.07 mL, 0.46 mmol) is added. The mixture is again ...